Dataset: the Open Reaction Database (ORD), a public repository of structured organic reaction records. Task: describe an organic reaction: reactants, conditions, products, and yield Run at time 2 hour. The product is O=C1N(C=CC1)C(=O)N (2-oxo-1H-pyrrole-1-carboxamide). Run in C1(=CC=CC=C1)C (toluene). As a reaction SMILES: CC[C:3]1[C:7](=[O:8])[N:6]([C:9]([NH:11]CCC2C=CC(S(NC(N[C@@H]3CC[C@@H](C)CC3)=O)(=O)=O)=CC=2)=[O:10])[CH2:5][C:4]=1C>C1(C)C=CC=CC=1>[O:8]=[C:7]1[CH2:3][CH:4]=[CH:5][N:6]1[C:9]([NH2:11])=[O:10]. Procedure: To a solution of glimepiride in dry toluene was added dropwise polytetrafluoroethyleneoxide-co-difluoromethyleneoxide-α,ω-diisocyanate (Mw ˜2,000, 0.2 equivalents) at ambient temperature. The reaction mixture was stirred for 2 hours, concentrated and then added to acetone. The resulting white solid was washed with ether and dried, yielding perfluoropolymer-labeled 3-ethyl-2,5-dihydro-4-methyl-N-[2{4-[[[(trans-4-methylcyclohexyl)amino]carbonyl]amino]sulfonyl]phenyl]ethyl]-2-oxo-1H-pyrrole-1-carbo... Reactants: CCC1=C(CN(C1=O)C(=O)NCCC2=CC=C(C=C2)S(=O)(=O)NC(=O)N[C@H]3CC[C@@H](CC3)C)C (glimepiride), polytetrafluoroethyleneoxide-co-difluoromethyleneoxide-α,ω-diisocyanate. Reactants: N(=[N+]=[N-])C[C@@H]1CN(C[C@@H]1F)CC1=CC=CC=C1 (cis-3-Azidomethyl-1-benzyl-4-fluoropyrrolidine), [H-].COCCO[Al+]OCCOC.[Na+].[H-] (sodium bis-(2-methoxyethoxy)aluminium hydride), C(C)(=O)OC=O (formic acid-acetic anhydride). The product is C(C1=CC=CC=C1)N1C[C@H]([C@H](C1)F)CNC=O (cis-1-benzyl-4-fluoro-3-formylaminomethylpyrrolidine). As a reaction SMILES: [N:1]([CH2:4][C@H:5]1[C@@H:9]([F:10])[CH2:8][N:7]([CH2:11][C:12]2[CH:17]=[CH:16][CH:15]=[CH:14][CH:13]=2)[CH2:6]1)=[N+]=[N-].[H-].[CH3:19][O:20]CCO[Al+]OCCOC.[Na+].[H-].C(OC=O)(=O)C>>[CH2:11]([N:7]1[CH2:8][C@H:9]([F:10])[C@H:5]([CH2:4][NH:1][CH:19]=[O:20])[CH2:6]1)[C:12]1[CH:17]=[CH:16][CH:15]=[CH:14][CH:13]=1 |f:1.2.3.4|. Reported procedure: cis-3-Azidomethyl-1-benzyl-4-fluoropyrrolidine was reduced with sodium bis-(2-methoxyethoxy)aluminium hydride and formylated with formic acid-acetic anhydride to yield cis-1-benzyl-4-fluoro-3-formylaminomethylpyrrolidine. Starting materials: ClC1=CC=C(C=N1)CN1C=2C(CC=CC1)OC(C2)=O (4-[(6-chloropyridin-3-yl)methyl]-4,5,8,8a-tetrahydro-2H-furo[3,2-b]azepin-2-one), C1(=CC=CC=C1)P(C1=CC=CC=C1)C1=CC=CC=C1 (triphenylphosphine). The reagents and catalysts are C1=CC=C(C=C1)P(C2=CC=CC=C2)C3=CC=CC=C3.C1=CC=C(C=C1)P(C2=CC=CC=C2)C3=CC=CC=C3.C1=CC=C(C=C1)P(C2=CC=CC=C2)C3=CC=CC=C3.[Cl-].[Rh] (tris(triphenylphosphine)rhodium(I) chloride). Solvent: C1(=CC=CC=C1)C (toluene). Reaction conditions: time 24 hour. The product is ClC1=CC=C(C=N1)CN1C=2C(CCCC1)OC(C2)=O (4-[(6-chloropyridin-3-yl)methyl]-4,5,6,7,8,8a-hexahydro-2H-furo[3,2-b]azepin-2-one). Yield: 79.7%. Reaction SMILES: [Cl:1][C:2]1[N:7]=[CH:6][C:5]([CH2:8][N:9]2[CH2:15][CH:14]=[CH:13][CH2:12][CH:11]3[O:16][C:17](=[O:19])[CH:18]=[C:10]23)=[CH:4][CH:3]=1.C1(P(C2C=CC=CC=2)C2C=CC=CC=2)C=CC=CC=1>C1(C)C=CC=CC=1.C1C=CC(P(C2C=CC=CC=2)C2C=CC=CC=2)=CC=1.C1C=CC(P(C2C=CC=CC=2)C2C=CC=CC=2)=CC=1.C1C=CC(P(C2C=CC=CC=2)C2C=CC=CC=2)=CC=1.[Cl-].[Rh]>[Cl:1][C:2]1[N:7]=[CH:6][C:5]([CH2:8][N:9]2[CH2:15][CH2:14][CH2:13][CH2:12][CH:11]3[O:16][C:17](=[O:19])[CH:18]=[C:10]23)=[CH:4][CH:3]=1 |f:3.4.5.6.7|. Procedure details: 10 mg (0.036 mmol) of 4-[(6-chloropyridin-3-yl)methyl]-4,5,8,8a-tetrahydro-2H-furo[3,2-b]azepin-2-one (1-6) are dissolved in 10 ml of toluene, 5 mg (0.005 mmol) of tris(triphenylphosphine)rhodium(I) chloride and 4 mg (0.015 mmol) of triphenylphosphine are added and the mixture is hydrogenated under a hydrogen pressure of 3 bar and at 110-120° C. for 24 hours. The mixture is filtered and the filtrate is concentrated under reduced pressure. Purification of the residue by column chromatography on s... Reactants: CN(C)C=O, CCOC(C)=O, [N-]=[N+]=[N-], CCOC(=O)C(=NOCCBr)c1csc(N)n1, [Na+]. Product: CCOC(=O)C(=NOCCN=[N+]=[N-])c1csc(N)n1. Reaction SMILES: [CH3:22][N:23]([CH3:24])[CH:25]=[O:26].[CH3:27][CH2:28][O:29][C:30](=[O:31])[CH3:32].[N-:19]=[N+:20]=[N-:21].[NH2:1][c:2]1[s:3][cH:4][c:5]([C:7]([C:8](=[O:9])[O:10][CH2:11][CH3:12])=[N:13][O:14][CH2:15][CH2:16][Br:17])[n:6]1.[Na+:18]>>[NH2:1][c:2]1[s:3][cH:4][c:5]([C:7]([C:8](=[O:9])[O:10][CH2:11][CH3:12])=[N:13][O:14][CH2:15][CH2:16][N:19]=[N+:20]=[N-:21])[n:6]1. Reactants: ClC=1C=NC=C(C1CC1=NN=CC2=C(C(=CC=C12)OC)C#CC1=CC=CC=C1)Cl (1-(3,5-dichloro-pyridin-4-ylmethyl)-6-methoxy-5-phenylethynyl-phthalazine). The reagents and catalysts are [Pd] (Pd/C). Solvent: C1CCOC1 (THF). The product is ClC=1C=NC=C(C1CC1=NN=CC2=C(C(=CC=C12)OC)C=CC1=CC=CC=C1)Cl (1-(3,5-Dichloro-pyridin-4-ylmethyl)-6-methoxy-5-styryl-phthalazine). The yield is 78.2%. Reaction SMILES: [Cl:1][C:2]1[CH:3]=[N:4][CH:5]=[C:6]([Cl:29])[C:7]=1[CH2:8][C:9]1[C:18]2[C:13](=[C:14]([C:21]#[C:22][C:23]3[CH:28]=[CH:27][CH:26]=[CH:25][CH:24]=3)[C:15]([O:19][CH3:20])=[CH:16][CH:17]=2)[CH:12]=[N:11][N:10]=1>C1COCC1.[Pd]>[Cl:1][C:2]1[CH:3]=[N:4][CH:5]=[C:6]([Cl:29])[C:7]=1[CH2:8][C:9]1[C:18]2[C:13](=[C:14]([CH:21]=[CH:22][C:23]3[CH:24]=[CH:25][CH:26]=[CH:27][CH:28]=3)[C:15]([O:19][CH3:20])=[CH:16][CH:17]=2)[CH:12]=[N:11][N:10]=1. Reported procedure: A solution of 1-(3,5-dichloro-pyridin-4-ylmethyl)-6-methoxy-5-phenylethynyl-phthalazine (0.47 g, 1.12 mmoles), prepared as described in example 62, in THF (50 ml) was hydrogenated in Parr in the presence of 10% Pd/C (0.1 g) for 2 hours, then filtered, brought to dryness and flash chromatographed (eluent: petrolatum/ethyl acetate 1:1). The fractions containing the product were concentrated and taken up in 20 ml of ethyl ether/petrolatum 1:1. The crystallised was filtered and dried under vacuum at... Starting materials: NCCSCCC=1N=CNC1 (4-[2-(2-Aminoethylthio)ethyl]imidazole), dihydrobromide, [N+](=O)([O-])C=C(SC)SC (1-nitro-2,2-bis-methylthioethylene), [N+](=O)([O-])C=C(NCCSCCC=1N=CNC1)SC (1-nitro-2-methylthio-2-[2-(2-(4-imidazolyl)-ethylthio)ethylamino]ethylene), NCCSCC1=NC=CC=C1Cl (2-[(2-aminoethyl)thiomethyl]-3-chloropyridine), ( a ). Product: [N+](=O)([O-])C=C(NCCSCCC=1N=CNC1)NCCSCC1=NC=CC=C1Cl (1-Nitro-2-[2-((3-chloro-2-pyridyl)methylthio)ethylamino]-2-[2-(2-(4-imidazolyl)ethylthio)ethylamino]ethylene). Reaction SMILES: NCCSCCC1N=CNC=1.[N+](C=C(SC)SC)([O-])=O.[N+:21]([CH:24]=[C:25](SC)[NH:26][CH2:27][CH2:28][S:29][CH2:30][CH2:31][C:32]1[N:33]=[CH:34][NH:35][CH:36]=1)([O-:23])=[O:22].[NH2:39][CH2:40][CH2:41][S:42][CH2:43][C:44]1[C:49]([Cl:50])=[CH:48][CH:47]=[CH:46][N:45]=1>>[N+:21]([CH:24]=[C:25]([NH:39][CH2:40][CH2:41][S:42][CH2:43][C:44]1[C:49]([Cl:50])=[CH:48][CH:47]=[CH:46][N:45]=1)[NH:26][CH2:27][CH2:28][S:29][CH2:30][CH2:31][C:32]1[N:33]=[CH:34][NH:35][CH:36]=1)([O-:23])=[O:22]. Procedure details: 4-[2-(2-Aminoethylthio)ethyl]imidazole (from the dihydrobromide (4.0 g) is reacted with 1-nitro-2,2-bis-methylthioethylene (2.0 g) by the procedure of Example 8(i) and the resultant 1-nitro-2-methylthio-2-[2-(2-(4-imidazolyl)-ethylthio)ethylamino]ethylene is treated with 2-[(2-aminoethyl)thiomethyl]-3-chloropyridine by the procedure of Example 1 (a) (ii) to yield the title compound. Starting materials: P(Cl)(Cl)(Cl)(Cl)Cl (phosphorus pentachloride), C(C)(C)(C)C1=CC(=C(C=C1)S(=O)(=O)O)I (4-tert-Butyl-2-iodobenzenesulfonic acid), P(Cl)(Cl)(Cl)(Cl)Cl (phosphorus pentachloride), P(Cl)(Cl)(Cl)(Cl)Cl (phosphorus pentachloride). Run in ClC(C)Cl (dichloroethane). Reaction conditions: temperature 77.5 celsius, time 4 hour. Product: C(C)(C)(C)C1=CC(=C(C=C1)S(=O)(=O)Cl)I (4-tert-Butyl-2-iodobenzene-1-sulfonyl chloride). Yield: 79.5%. As a reaction SMILES: [C:1]([C:5]1[CH:10]=[CH:9][C:8]([S:11](O)(=[O:13])=[O:12])=[C:7]([I:15])[CH:6]=1)([CH3:4])([CH3:3])[CH3:2].P(Cl)(Cl)(Cl)(Cl)[Cl:17]>ClC(Cl)C>[C:1]([C:5]1[CH:10]=[CH:9][C:8]([S:11]([Cl:17])(=[O:13])=[O:12])=[C:7]([I:15])[CH:6]=1)([CH3:4])([CH3:3])[CH3:2]. Reported procedure: To a suspension of 100 (12.0 g; 35.0 mmol) in dichloroethane (300 mL) at 50° C. was added phosphorus pentachloride (11.01 g; 52.9 mmol). After addition was complete, the reaction mixture was heated at 75-80° C. overnight, cooled to 50° C., and additional phosphorus pentachloride (6.0 g; 28.8 mmol) was added. After heating at 85° C. for an additional 12 hours, the reaction mixture was again cooled to 50° C. and additional phosphorus pentachloride (2.0 g; 9.60 mmol) was added. Heating was continue...